This data is from the Open Reaction Database (ORD), a public repository of structured organic reaction records. The task is: describe an organic reaction: reactants, conditions, products, and yield Reactants: NC1=NC=C(C=C1)C(C)C (2-amino-5-isopropylpyridine), BrCC(C(=O)OCC)=O (ethyl 3-bromopyruvate). Yields the product C(C)OC(=O)C=1N=C2N(C=C(C=C2)C(C)C)C1.C(C)(C)C=1C=CC=2N(C1)C=C(N2)C(=O)OCC (Ethyl 6-isopropylimidazo[1,2-a]pyridine-2-carboxylate Ethyl 6-isopropylimidazo[1,2-a]pyridine-2-carboxylate). RXN SMILES: [NH2:1][C:2]1[CH:7]=[CH:6][C:5]([CH:8]([CH3:10])[CH3:9])=[CH:4][N:3]=1.Br[CH2:12][C:13](=O)[C:14]([O:16][CH2:17][CH3:18])=[O:15]>>[CH2:17]([O:16][C:14]([C:13]1[N:1]=[C:2]2[CH:7]=[CH:6][C:5]([CH:8]([CH3:10])[CH3:9])=[CH:4][N:3]2[CH:12]=1)=[O:15])[CH3:18].[CH:8]([C:5]1[CH:6]=[CH:7][C:2]2[N:3]([CH:12]=[C:13]([C:14]([O:16][CH2:17][CH3:18])=[O:15])[N:1]=2)[CH:4]=1)([CH3:10])[CH3:9] |f:2.3|. Procedure details: 15.1 Ethyl 6-isopropylimidazo[1,2-a]pyridine-2-carboxylate Ethyl 6-isopropylimidazo[1,2-a]pyridine-2-carboxylate is prepared by condensing 2-amino-5-isopropylpyridine (PCT Int. Appl. WO 2005028444) with ethyl 3-bromopyruvate according to the method described by J. G. Lombardino in J. Org. Chem. (1965), 30(7), 2403. Starting materials: CC1(OC(C(O1)=CC(=O)N(OC)CC1=CC=C(C(=O)O)C=C1)=O)C (4-({[2-(2,2-dimethyl-5-oxo-[1,3]dioxolan-4-ylidene)-acetyl]-methoxy-amino}-methyl)-benzoic acid), C(C(=O)Cl)(=O)Cl (oxalyl chloride), CN(C=O)C (N,N-dimethylformamide). The solvent is ClCCl (dichloromethane). Conditions: time 1 hour. The product is CC1(OC(C(O1)=CC(=O)N(OC)CC1=CC=C(C(=O)NC)C=C1)=O)C (4-({[2-(2,2-Dimethyl-5-oxo-[1,3]dioxolan-4-ylidene)-acetyl]-methoxy-amino}-methyl)-N-methyl-benzamide). Yield: 38.0%. Reaction SMILES: [CH3:1][C:2]1([CH3:24])[O:6][C:5](=[CH:7][C:8]([N:10]([CH2:13][C:14]2[CH:22]=[CH:21][C:17]([C:18](O)=[O:19])=[CH:16][CH:15]=2)[O:11][CH3:12])=[O:9])[C:4](=[O:23])[O:3]1.C(Cl)(=O)C(Cl)=O.[CH3:31][N:32](C)C=O>ClCCl>[CH3:1][C:2]1([CH3:24])[O:6][C:5](=[CH:7][C:8]([N:10]([CH2:13][C:14]2[CH:22]=[CH:21][C:17]([C:18]([NH:32][CH3:31])=[O:19])=[CH:16][CH:15]=2)[O:11][CH3:12])=[O:9])[C:4](=[O:23])[O:3]1. Procedure details: A solution of 4-({[2-(2,2-dimethyl-5-oxo-[1,3]dioxolan-4-ylidene)-acetyl]-methoxy-amino}-methyl)-benzoic acid (0.150 g, 0.45 mmol) in dichloromethane (2 ml) was treated at 22° C. with oxalyl chloride (0.08 ml) and a trace (capillary) of N,N-dimethylformamide and the resulting mixture was stirred for 2 h. The solvent and excess reagent were evaporated in vacuo and the residue was dissolved in dichloromethane (2 ml). This solution was added dropwise to a cold (5° C.) solution of methylamine (0.5 m... Reactants: C(C1=CC=CC=C1)SC(C[N+](=O)[O-])(C)C (2-benzylthio-1-nitro-2-methylpropane), [H-].[Al+3].[Li+].[H-].[H-].[H-] (lithium aluminium hydride). The solvent is CCOCC (ether), CCOCC (ether). The product is C(C1=CC=CC=C1)SC(CN)(C)C (2-Benzylthio-2-methylpropylamine). The yield is 45.5%. As a reaction SMILES: [CH2:1]([S:8][C:9]([CH3:15])([CH3:14])[CH2:10][N+:11]([O-])=O)[C:2]1[CH:7]=[CH:6][CH:5]=[CH:4][CH:3]=1.[H-].[Al+3].[Li+].[H-].[H-].[H-]>CCOCC>[CH2:1]([S:8][C:9]([CH3:15])([CH3:14])[CH2:10][NH2:11])[C:2]1[CH:7]=[CH:6][CH:5]=[CH:4][CH:3]=1 |f:1.2.3.4.5.6|. Reported procedure: A solution of 2-benzylthio-1-nitro-2-methylpropane (19 g) in dry ether (75 cm3) was added dropwise over a period of about 1 h to a stirred suspension of lithium aluminium hydride (9.6 g) in dry ether (500 cm3), cooled in an ice bath. When the addition was complete the mixture was heated under reflux for an additional hour. Excess lithium aluminium hydride was destroyed by the careful addition of water, and then an aqueous solution of sodium potassium tartrate (500 cm3, 20% w/w) was added. The mi... The reactants are [H-].[Na+] (sodium hydride), C(C)(=O)OCC (ethyl acetate), CC=1C(=NC(=CN1)C)OC1=CC=C(C=C1)O (4-(3,6-dimethyl-2-pyrazinyloxy)-phenol), ClCN1C=NC(=C1Cl)Cl (1-chloromethyl- 4,5-dichloroimidazole). The solvent is CN(C=O)C (dimethylformamide), CN(C=O)C (dimethylformamide), CN(C=O)C (dimethylformamide). Run at temperature 70 celsius, time 1 hour. Product: CC=1C(=NC(=CN1)C)OC1=CC=C(OCN2C=NC(=C2Cl)Cl)C=C1 (1-[4-(3,6-dimethyl-2-pyrazinyloxy)-phenoxymethyl]-4,5-dichloroimidazole). Yield: 67.6%. As a reaction SMILES: [CH3:1][C:2]1[C:3]([O:9][C:10]2[CH:15]=[CH:14][C:13]([OH:16])=[CH:12][CH:11]=2)=[N:4][C:5]([CH3:8])=[CH:6][N:7]=1.[H-].[Na+].Cl[CH2:20][N:21]1[C:25]([Cl:26])=[C:24]([Cl:27])[N:23]=[CH:22]1.C(OCC)(=O)C>CN(C)C=O>[CH3:1][C:2]1[C:3]([O:9][C:10]2[CH:15]=[CH:14][C:13]([O:16][CH2:20][N:21]3[C:25]([Cl:26])=[C:24]([Cl:27])[N:23]=[CH:22]3)=[CH:12][CH:11]=2)=[N:4][C:5]([CH3:8])=[CH:6][N:7]=1 |f:1.2|. Procedure details: At room temperature (about 20° C.), 7.8 g of 4-(3,6-dimethyl-2-pyrazinyloxy)-phenol in 20 ml of anhydrous dimethylformamide is dripped into 1.3 g of 80% strength sodium hydride in 30 ml of anhydrous dimethylformamide. The mixture is stirred for one hour at 70° C., and then 6.68 g of 1-chloromethyl- 4,5-dichloroimidazole in 30 ml of anhydrous dimethylformamide is dripped in. The mixture is stirred for 8 hours at 70° C. and overnight at room temperature. It is then stirred into 200 ml of ethyl ace...